Dataset: the Open Reaction Database (ORD), a public repository of structured organic reaction records. Task: describe an organic reaction: reactants, conditions, products, and yield The reactants are ClCCl.C(C)(=O)OCC (dichloromethane ethyl acetate), BrBr (bromine), CSC1=CC(C2=C(S1)C=CS2)=O (5-Methylthio-7-oxo-7H-thieno[3,2-b]thiopyran). The solvent is C(C)(=O)O (acetic acid). Reaction conditions: temperature 50 celsius, time 16 hour. Product: BrC=1C(C2=C(SC1SC)C=CS2)=O (6-bromo-5-methylthio-7-oxo-7H-thieno[3,2-b]thiopyran). Isolated yield 67.0%. Reaction SMILES: [CH3:1][S:2][C:3]1[S:8][C:7]2[CH:9]=[CH:10][S:11][C:6]=2[C:5](=[O:12])[CH:4]=1.[Br:13]Br.ClCCl.C(OCC)(=O)C>C(O)(=O)C>[Br:13][C:4]1[C:5](=[O:12])[C:6]2[S:11][CH:10]=[CH:9][C:7]=2[S:8][C:3]=1[S:2][CH3:1] |f:2.3|. Procedure: 5-Methylthio-7-oxo-7H-thieno[3,2-b]thiopyran (2.14 g, 10 mmol) was dissolved in acetic acid (140 ml) and added dropwise with bromine (0.96 ml). The reaction mixture was stirred at 50° C. for 16 hours. The resulting precipitates were collected by filtration, washed with water and dried. The reaction product was purified by column chromatography(Wako Gel™ C-200: dichloromethane-ethyl acetate=15:1) to obtain 1.98 g (yield: 67%) of 6-bromo-5-methylthio-7-oxo-7H-thieno[3,2-b]thiopyran. The reactants are COC(C=1C(NC(CBr)=O)=CC(=CC1)Cl)=O (4-chloro-N-(bromoacetyl)-anthranilic acid methyl ester), C1=CC=C(C=C1)CCCS (3-phenylpropylthiol), [H-].[Na+] (sodium hydride), oil, C(C)(=O)OCC (Ethyl acetate). The solvent is O1CCCC1 (tetrahydrofuran), O1CCCC1 (tetrahydrofuran). Reaction conditions: time 30 minute. The product is C(C)(=O)[O-] (acetate), COC(C=1C(NC(CSCCCC2=CC=CC=C2)=O)=CC(=CC1)Cl)=O (4-chloro-N-(3-phenylpropylthio)acetylanthranilic acid methyl ester). RXN SMILES: [CH:1]1[CH:6]=[CH:5][C:4]([CH2:7][CH2:8][CH2:9][SH:10])=[CH:3][CH:2]=1.[H-].[Na+].[CH3:13][O:14][C:15](=[O:28])[C:16]1[C:17](=[CH:23][C:24]([Cl:27])=[CH:25][CH:26]=1)[NH:18][C:19](=[O:22])[CH2:20]Br.C(OCC)(=O)C>O1CCCC1>[C:15]([O-:28])(=[O:14])[CH3:16].[CH3:13][O:14][C:15](=[O:28])[C:16]1[C:17](=[CH:23][C:24]([Cl:27])=[CH:25][CH:26]=1)[NH:18][C:19](=[O:22])[CH2:20][S:10][CH2:9][CH2:8][CH2:7][C:4]1[CH:5]=[CH:6][CH:1]=[CH:2][CH:3]=1 |f:1.2|. Procedure: 4.3 g (28.7 mmol) of 3-phenylpropylthiol are added dropwise at 0° to a mixture of 1.4 g (31.6 mmol) of sodium hydride dispersion in oil (55%) and 30 ml of tetrahydrofuran. The mixture is then stirred for 30 minutes at 0°. A solution of 4-chloro-N-(bromoacetyl)-anthranilic acid methyl ester in 30 ml of tetrahydrofuran is added dropwise and the mixture is then stirred for one hour at 0° and for three hours at room temperature. Ethyl acetate is added and the reaction mixture is extracted with water... Reactants: C1CCOC1 (THF), OC12C(C3CC(CC(C1)C3)C2)=O (hydroxyadamantanone), [H-].[Na+] (NaH), C1CCOC1 (THF), IC (iodomethane). Run at time 30 minute. Yields the product COC12CC3C(C(CC(C1)C3)C2)=O (5-methoxyadamantan-2-one). The yield is 83.0%. RXN SMILES: [H-].[Na+].O[C:4]12[CH2:13][CH:8]3[CH2:9][CH:10]([CH2:12][CH:6]([CH2:7]3)[C:5]1=[O:14])[CH2:11]2.IC.C1C[O:20][CH2:19]C1>>[CH3:19][O:20][C:10]12[CH2:12][CH:6]3[CH2:7][CH:8]([CH2:13][CH:4]([C:5]3=[O:14])[CH2:11]1)[CH2:9]2 |f:0.1|. Procedure details: To a suspension of NaH (60% dispersed in nujol, 0.96 g, 24 mmol) in THF (40 mL) cooled to ice bath temperature was added hydroxyadamantanone (3.32 g, 20 mmol) dissolved in THF (40 mL) via a syringe over a period of 15 minutes. After stirring the reaction mixture for 30 min., iodomethane (1.38 mL, 22 mmol) was added. The reaction mixture was warmed to room temperature and stirred for 16 h until TLC revealed completion of the reaction. Excess NaH was quenched by adding saturated aq. NH4Cl solution... Starting materials: C(C)NCC (diethylamine), C(#N)C=1C=C(C=CC1)O (3-cyanophenol), BrCCCCl (1-bromo-3-chloropropane). The product is C(C)N(CCCOC=1C=C(C#N)C=CC1)CC (3-[3-(diethylamino)propoxy]benzonitrile), crude product. Isolated yield 54.0%. As a reaction SMILES: [C:1]([C:3]1[CH:4]=[C:5]([OH:9])[CH:6]=[CH:7][CH:8]=1)#[N:2].Br[CH2:11][CH2:12][CH2:13]Cl.[CH2:15]([NH:17][CH2:18][CH3:19])[CH3:16]>>[CH2:15]([N:17]([CH2:18][CH3:19])[CH2:11][CH2:12][CH2:13][O:9][C:5]1[CH:4]=[C:3]([CH:8]=[CH:7][CH:6]=1)[C:1]#[N:2])[CH3:16]. Reported procedure: According to a similar manner as that in Reference Example 78 except that 3-cyanophenol, 1-bromo-3-chloropropane, and diethylamine were used, 3-[3-(diethylamino)propoxy]benzonitrile (54%) was obtained as a crude product. The reactants are O.NN (Hydrazine hydrate), O=C(CCC(=O)O)C1C(CCCC1)=O (4-oxo-4-(2-oxocyclohexyl)-n-butyric acid). Run in C(C)O (ethanol). The product is N=1NC(=C2CCCCC12)CCC(=O)O (3-(4,5,6,7-tetrahydro-2H-indazol-3-yl)propionic acid). Isolated yield 97.1%. RXN SMILES: O.[NH2:2][NH2:3].O=[C:5]([CH:11]1[CH2:16][CH2:15][CH2:14][CH2:13][C:12]1=O)[CH2:6][CH2:7][C:8]([OH:10])=[O:9]>C(O)C>[N:2]1[NH:3][C:5]([CH2:6][CH2:7][C:8]([OH:10])=[O:9])=[C:11]2[C:12]=1[CH2:13][CH2:14][CH2:15][CH2:16]2 |f:0.1|. Reported procedure: Hydrazine hydrate (1.1 g) was added to a solution (40 ml) of 4-oxo-4-(2-oxocyclohexyl)-n-butyric acid (4.1 g) in ethanol and the mixture was refluxed for 1 hour. After the completion of the reaction, the reaction mixture was cooled and the precitated crystals were collected by filtration to give 3.9 g of 3-(4,5,6,7-tetrahydro-2H-indazol-3-yl)propionic acid, m.p. 135-136° C. Reactants: O=C1CCC(=O)N1Br, O=C(OOC(=O)c1ccccc1)c1ccccc1, ClC(Cl)(Cl)Cl, Cc1ccc(OCC2(C)CCCCC2)cc1. Product: CC1(COc2ccc(CBr)cc2)CCCCC1. Reaction SMILES: [Br:17][N:18]1[C:19](=[O:20])[CH2:21][CH2:22][C:23]1=[O:24].[C:25]([O:26][O:27][C:28](=[O:29])[c:30]1[cH:31][cH:32][cH:33][cH:34][cH:35]1)(=[O:36])[c:37]1[cH:38][cH:39][cH:40][cH:41][cH:42]1.[C:43]([Cl:44])([Cl:45])([Cl:46])[Cl:47].[CH3:1][C:2]1([CH2:8][O:9][c:10]2[cH:11][cH:12][c:13]([CH3:16])[cH:14][cH:15]2)[CH2:3][CH2:4][CH2:5][CH2:6][CH2:7]1>>[CH3:1][C:2]1([CH2:8][O:9][c:10]2[cH:11][cH:12][c:13]([CH2:16][Br:17])[cH:14][cH:15]2)[CH2:3][CH2:4][CH2:5][CH2:6][CH2:7]1. Reactants: CNC(=O)N1CCc2cc(C(=O)NOC3CCCCO3)ccc2C1, CO, Cl. The product is CNC(=O)N1CCc2cc(C(=O)NO)ccc2C1. RXN SMILES: [CH3:1][NH:2][C:3](=[O:4])[N:5]1[CH2:6][c:7]2[cH:8][cH:9][c:10]([C:15](=[O:16])[NH:17][O:18][CH:19]3[CH2:20][CH2:21][CH2:22][CH2:23][O:24]3)[cH:11][c:12]2[CH2:13][CH2:14]1.[CH3:25][OH:26].[ClH:27]>>[CH3:1][NH:2][C:3](=[O:4])[N:5]1[CH2:6][c:7]2[cH:8][cH:9][c:10]([C:15](=[O:16])[NH:17][OH:18])[cH:11][c:12]2[CH2:13][CH2:14]1. The reactants are [N+](=O)([O-])C=1C=C(C=CC1)C(C(=O)O)C ((RS)-2-(3-nitrophenyl)propionic acid), CN(C=O)C (N,N-dimethylformamide), [N+](=O)([O-])C=1C=C(C=CC1)[C@@H](C(=O)N[C@@H](CO)C1=CC=CC=C1)C ((S)-2-(3-Nitrophenyl)-N-[(R)-2-hydroxy-1-phenylethyl]propionamide), C(C(=O)Cl)(=O)Cl (oxalyl chloride). Run in ClCCCl (1,2-dichloroethane). Run at temperature 20 celsius, time 3 hour. Product: [N+](=O)([O-])C=1C=C(C=CC1)[C@H](C(=O)N[C@@H](CO)C1=CC=CC=C1)C ((R)-2-(3-nitrophenyl)-N-[(R)-2-hydroxy-1-phenylethyl]propionamide), [N+](=O)([O-])C=1C=C(C=CC1)[C@@H](C(=O)N[C@@H](CO)C1=CC=CC=C1)C ((S)-2-(3-nitrophenyl)-N-[(R) -2-hydroxy-1-phenylethyl]propionamide). As a reaction SMILES: [N+:1]([C:4]1[CH:5]=[C:6]([C@H:10]([CH3:23])[C:11]([NH:13][C@H:14]([C:17]2[CH:22]=[CH:21][CH:20]=[CH:19][CH:18]=2)[CH2:15][OH:16])=[O:12])[CH:7]=[CH:8][CH:9]=1)([O-:3])=[O:2].C(Cl)(=O)C(Cl)=O.[N+](C1C=C(C(C)C(O)=O)C=CC=1)([O-])=O.CN(C)C=O>ClCCCl>[N+:1]([C:4]1[CH:5]=[C:6]([C@@H:10]([CH3:23])[C:11]([NH:13][C@H:14]([C:17]2[CH:18]=[CH:19][CH:20]=[CH:21][CH:22]=2)[CH2:15][OH:16])=[O:12])[CH:7]=[CH:8][CH:9]=1)([O-:3])=[O:2].[N+:1]([C:4]1[CH:5]=[C:6]([C@H:10]([CH3:23])[C:11]([NH:13][C@H:14]([C:17]2[CH:18]=[CH:19][CH:20]=[CH:21][CH:22]=2)[CH2:15][OH:16])=[O:12])[CH:7]=[CH:8][CH:9]=1)([O-:3])=[O:2]. Reported procedure: J (S)-2-(3-Nitrophenyl)-N-[(R)-2-hydroxy-1-phenylethyl]propionamide may be prepared in the following manner: 17.2 cm3 of oxalyl chloride are added slowly to a mixture containing 39.0 g of (RS)-2-(3-nitrophenyl)propionic acid and 0.5 cm3 of N,N-dimethylformamide in 400 cm3 of 1,2-dichloroethane. The reaction medium is stirred for 3 hours at a temperature in the region of 20° C. and then concentrated under reduced pressure. The residue is dissolved in 150 cm3 of 1,2-dichloroethane and added to a s...